Dataset: the Open Reaction Database (ORD), a public repository of structured organic reaction records. Task: describe an organic reaction: reactants, conditions, products, and yield Starting materials: CN1CCc2nc(C#N)sc2C1, CCO, Cl, Cl, [Li+], [OH-], O. The product is Cl, CN1CCc2nc(C(=O)O)sc2C1. RXN SMILES: [C:3](#[N:4])[c:5]1[s:6][c:7]2[c:12]([n:13]1)[CH2:11][CH2:10][N:9]([CH3:14])[CH2:8]2.[CH3:18][CH2:19][OH:20].[ClH:17].[ClH:2].[Li+:15].[OH-:16].[OH2:1]>>[ClH:2].[O:1]=[C:3]([c:5]1[s:6][c:7]2[c:12]([n:13]1)[CH2:11][CH2:10][N:9]([CH3:14])[CH2:8]2)[OH:16]. Reactants: CNCCO, ClCCl, O=C(Cl)c1cc(F)c(F)cc1F, [Na+], [OH-]. Product: CN(CCO)C(=O)c1cc(F)c(F)cc1F. RXN SMILES: [CH3:13][NH:14][CH2:15][CH2:16][OH:17].[Cl:18][CH2:19][Cl:20].[F:1][c:2]1[c:3]([C:4](=[O:5])[Cl:6])[cH:7][c:8]([F:12])[c:9]([F:11])[cH:10]1.[Na+:22].[OH-:21]>>[F:1][c:2]1[c:3]([C:4](=[O:5])[N:14]([CH3:13])[CH2:15][CH2:16][OH:17])[cH:7][c:8]([F:12])[c:9]([F:11])[cH:10]1. Reactants: CC(C)(C)OC(=O)N1CC(CO)C1, CCCCc1nnc(Cl)cc1-c1ccc(OCc2ccccc2)cc1, C1CCOC1, [H-], [Na+], O. Product: CCCCc1nnc(OCC2CN(C(=O)OC(C)(C)C)C2)cc1-c1ccc(OCc2ccccc2)cc1. As a reaction SMILES: [C:1]([CH3:2])([CH3:3])([CH3:4])[O:5][C:6](=[O:7])[N:8]1[CH2:9][CH:10]([CH2:12][OH:13])[CH2:11]1.[CH2:16]([c:17]1[cH:18][cH:19][cH:20][cH:21][cH:22]1)[O:23][c:24]1[cH:25][cH:26][c:27](-[c:30]2[c:31]([CH2:37][CH2:38][CH2:39][CH3:40])[n:32][n:33][c:34]([Cl:36])[cH:35]2)[cH:28][cH:29]1.[CH2:42]1[O:43][CH2:44][CH2:45][CH2:46]1.[H-:15].[Na+:14].[OH2:41]>>[C:1]([CH3:2])([CH3:3])([CH3:4])[O:5][C:6](=[O:7])[N:8]1[CH2:9][CH:10]([CH2:12][O:13][c:34]2[n:33][n:32][c:31]([CH2:37][CH2:38][CH2:39][CH3:40])[c:30](-[c:27]3[cH:26][cH:25][c:24]([O:23][CH2:16][c:17]4[cH:18][cH:19][cH:20][cH:21][cH:22]4)[cH:29][cH:28]3)[cH:35]2)[CH2:11]1.